Dataset: the Open Reaction Database (ORD), a public repository of structured organic reaction records. Task: describe an organic reaction: reactants, conditions, products, and yield Solvent: C=1(C(=CC=CC1)C)C (xylene). RXN SMILES: [OH:1][CH:2]([CH2:16][N:17]1[CH2:22][CH2:21][N:20]([C:23]2[CH:28]=[CH:27][CH:26]=[CH:25][CH:24]=2)[CH2:19][CH2:18]1)[CH2:3][O:4][C:5]1[CH:14]=[CH:13][CH:12]=[C:11]2[C:6]=1[CH2:7][CH2:8][C:9](=[O:15])[NH:10]2.[H-].[Na+].[CH3:31][O:32][C:33]1[CH:34]=[C:35]([CH:39]=[C:40]([O:44][CH3:45])[C:41]=1[O:42][CH3:43])[C:36](Cl)=[O:37]>C1(C)C(C)=CC=CC=1>[CH3:45][O:44][C:40]1[CH:39]=[C:35]([CH:34]=[C:33]([O:32][CH3:31])[C:41]=1[O:42][CH3:43])[C:36]([O:1][CH:2]([CH2:16][N:17]1[CH2:18][CH2:19][N:20]([C:23]2[CH:28]=[CH:27][CH:26]=[CH:25][CH:24]=2)[CH2:21][CH2:22]1)[CH2:3][O:4][C:5]1[CH:14]=[CH:13][CH:12]=[C:11]2[C:6]=1[CH2:7][CH2:8][C:9](=[O:15])[NH:10]2)=[O:37] |f:1.2|. Yields the product COC=1C=C(C(=O)OC(COC2=C3CCC(NC3=CC=C2)=O)CN2CCN(CC2)C2=CC=CC=C2)C=C(C1OC)OC (5-[2-(3,4,5-trimethoxybenzoyloxy)-3-(4-phenylpiperazinyl)propoxy]-3,4-dihydrocarbostyril). Reactants: OC(COC1=C2CCC(NC2=CC=C1)=O)CN1CCN(CC1)C1=CC=CC=C1 (5-[2-hydroxy-3-(4-phenylpiperazinyl)propoxy]-3,4-dihydrocarbostyril), [H-].[Na+] (sodium hydride), COC=1C=C(C(=O)Cl)C=C(C1OC)OC (3,4,5-trimethoxybenzoyl chloride). Reported procedure: 1.9 Grams of 5-[2-hydroxy-3-(4-phenylpiperazinyl)propoxy]-3,4-dihydrocarbostyril and 0.24 g of sodium hydride are dispersed in 40 ml of xylene and heated for 1 hour under refluxing conditions. Then the temperature of the bath is lowered to 130° C. and 1.40 g of 3,4,5-trimethoxybenzoyl chloride are added gradually and heated for 8 hours under refluxing condition. Xylene is removed from the reaction mixture by distillation, then the residue is poured into 80 ml of water and extracted with chlorofo... Starting materials: CC1=NC2=C(N1CCN1N=CC(=C1)[N+](=O)[O-])C=CC=C2 (2-methyl-1-(2-(4-nitro-1H-pyrazol-1-yl)-ethyl)-1H-benzoimidazole). Reagents/catalysts: [Pd] (Pd/C). Solvent: CO (MeOH). Conditions: time 5 hour. Yields the product CC1=NC2=C(N1CCN1N=CC(=C1)N)C=CC=C2 (1-[2-(2-Methyl-benzoimidazol-1-yl)-ethyl]-1H-pyrazol-4-ylamine). As a reaction SMILES: [CH3:1][C:2]1[N:6]([CH2:7][CH2:8][N:9]2[CH:13]=[C:12]([N+:14]([O-])=O)[CH:11]=[N:10]2)[C:5]2[CH:17]=[CH:18][CH:19]=[CH:20][C:4]=2[N:3]=1>[Pd].CO>[CH3:1][C:2]1[N:6]([CH2:7][CH2:8][N:9]2[CH:13]=[C:12]([NH2:14])[CH:11]=[N:10]2)[C:5]2[CH:17]=[CH:18][CH:19]=[CH:20][C:4]=2[N:3]=1. Procedure details: To a round bottom flask was added 2-methyl-1-(2-(4-nitro-1H-pyrazol-1-yl)-ethyl)-1H-benzoimidazole (5.23 g, 19.28 mmol), Pd/C (523 mg) and MeOH (100 mL, degassed). The flask was evacuated and backfilled with H2 and the reaction mixture was stirred under H2-atmosphere at rt for 5 h. The reaction mixture was filtered over celite, washed with MeOH and the solvent was removed under reduced pressure. Purification was performed by dissolving the desired compound at 40° C. in DCM (60 mL) and filtering ... Starting materials: BrC=1C=C(C(=O)OC)C=CC1 (methyl 3-bromobenzoate), N1(CCCC1)C(=O)OC(C)(C)C (tert-butyl 1-pyrrolidinecarboxylate), C1CCN2C[C@@H]3C[C@H]([C@H]2C1)CN4[C@H]3CCCC4 ((−)-sparteine), [Li]C(C)CC (sec-BuLi), solution, solution. Reagents/catalysts: C(C)(=O)[O-].[Pd+2].C(C)(=O)[O-] (palladium(II) acetate), F[B-](F)(F)F.C(C)(C)(C)[PH+](C(C)(C)C)C(C)(C)C (tri-tert-butyl-phosphonium tetrafluoroborate), [Cl-].[Cl-].[Zn+2] (ZnCl2). Run in CC(C)(C)OC (MTBE), O (water), CC(C)(C)OC (MTBE), C1CCCCC1 (cyclohexane), CCOCC (Et2O). Conditions: temperature -78 celsius, time 3 hour. Product: C(C)(C)(C)OC(=O)N1[C@H](CCC1)C1=CC(=CC=C1)C(=O)OC ((R)-2-(3-methoxycarbonyl-phenyl)-pyrrolidine-1-carboxylic acid tert-butyl ester). Yield: 82.1%. Reaction SMILES: [N:1]1([C:6]([O:8][C:9]([CH3:12])([CH3:11])[CH3:10])=[O:7])[CH2:5][CH2:4][CH2:3][CH2:2]1.C1C[C@H]2N(C[C@H]3[C@@H]4CCCCN4C[C@@H]2C3)CC1.[Li]C(CC)C.Br[C:36]1[CH:37]=[C:38]([CH:43]=[CH:44][CH:45]=1)[C:39]([O:41][CH3:42])=[O:40]>CC(OC)(C)C.C1CCCCC1.CCOCC.[Cl-].[Cl-].[Zn+2].C([O-])(=O)C.[Pd+2].C([O-])(=O)C.F[B-](F)(F)F.C([PH+](C(C)(C)C)C(C)(C)C)(C)(C)C.O>[C:9]([O:8][C:6]([N:1]1[CH2:5][CH2:4][CH2:3][C@@H:2]1[C:36]1[CH:45]=[CH:44][CH:43]=[C:38]([C:39]([O:41][CH3:42])=[O:40])[CH:37]=1)=[O:7])([CH3:12])([CH3:11])[CH3:10] |f:7.8.9,10.11.12,13.14|. Procedure details: In a 1 L 3-neck flask fitted with thermocouple, addition funnel, and mechanical stirrer, stir a solution of tert-butyl 1-pyrrolidinecarboxylate (42.0 mL, 232.5 mmol) and (−)-sparteine (54.0 mL, 232.7 mmol) in anhydrous MTBE (350 mL) for 10 min at room temperature then cool to −78° C. To this add sec-BuLi (170 mL of a 1.4 M solution in cyclohexane, 238.0 mmol) dropwise via addition funnel directly into the solution over 90 min keeping the temperature <−73° C. Stir the resulting solution at −78° C... Starting materials: OCCN1S(C2=C(C1=O)C(=CC=C2)[N+](=O)[O-])(=O)=O (2-(2-hydroxyethyl)-4-nitro-2H-1,2-benzisothiazol-3-one 1,1-dioxide), C(O)CN (ethanolamine). Run in C1CCOC1 (THF). Conditions: time 3 day. Product: OCCNC(C1=C(C=CC=C1[N+](=O)[O-])S(=O)(=O)NCCO)=O (N-(2-Hydroxyethyl)-2-[N-(2-hydroxyethyl)aminosulfonyl]-6-nitrobenzamide). The yield is 90.8%. Reaction SMILES: [OH:1][CH2:2][CH2:3][N:4]1[C:8](=[O:9])[C:7]2[C:10]([N+:14]([O-:16])=[O:15])=[CH:11][CH:12]=[CH:13][C:6]=2[S:5]1(=[O:18])=[O:17].[CH2:19]([CH2:21][NH2:22])[OH:20]>C1COCC1>[OH:20][CH2:19][CH2:21][NH:22][C:8](=[O:9])[C:7]1[C:10]([N+:14]([O-:16])=[O:15])=[CH:11][CH:12]=[CH:13][C:6]=1[S:5]([NH:4][CH2:3][CH2:2][OH:1])(=[O:18])=[O:17]. Procedure details: A solution of 2-(2-hydroxyethyl)-4-nitro-2H-1,2-benzisothiazol-3-one 1,1-dioxide (100 mg, 0.37 mmol) and ethanolamine (24 mg, 0.39 mmol) in THF (5 ml) was allowed to stand at 20-25° for 3 days. After removal of THF under reduced pressure, the residue was recrystallized from MeOH-EtOAc-hexane to give 112 mg (91%) of product, m.p. 176.5-177.5°. As a reaction SMILES: [C:1]([C:9]1[S:10][C:11]2[CH:23]=[C:22]([O:24]C)[CH:21]=[CH:20][C:12]=2[C:13]=1[C:14]1[CH:19]=[CH:18][CH:17]=[CH:16][CH:15]=1)(=[O:8])[C:2]1[CH:7]=[CH:6][CH:5]=[CH:4][CH:3]=1.Cl.N1C=CC=CC=1>>[C:1]([C:9]1[S:10][C:11]2[CH:23]=[C:22]([OH:24])[CH:21]=[CH:20][C:12]=2[C:13]=1[C:14]1[CH:19]=[CH:18][CH:17]=[CH:16][CH:15]=1)(=[O:8])[C:2]1[CH:3]=[CH:4][CH:5]=[CH:6][CH:7]=1 |f:1.2|. Reactants: C(C1=CC=CC=C1)(=O)C=1SC2=C(C1C1=CC=CC=C1)C=CC(=C2)OC (2-Benzoyl-3-phenyl-6-methoxybenzothiophene), Cl.N1=CC=CC=C1 (pyridine hydrochloride), ice water. Procedure: A mixture of 2.5 g. (0.0073 mole) of the product from Example 5 and 10 g. of pyridine hydrochloride was refluxed in a 220° C. oil bath for 1.5 hours. The hot reaction mixture then was poured over an ice-water mixture in a blender, and the resulting yellow crystals were collected. The crystals then were dissolved in ethyl acetate, and the ethyl acetate solution was washed with saturated aqueous sodium chloride and dried over magnesium sulfate. The ethyl acetate solution then was filtered over sil... Yield: 88.0%. Product: C(C1=CC=CC=C1)(=O)C=1SC2=C(C1C1=CC=CC=C1)C=CC(=C2)O (2-Benzoyl-3-phenyl-6-hydroxybenzothiophene). The reactants are OCC1CN(CCC1)C(=O)OC(C)(C)C (tert-butyl 3-(hydroxymethyl)piperidine-1-carboxylate), FC=1C=C(C=CC1)O (3-Fluorophenol). Product: FC=1C=C(OCC2CN(CCC2)C(=O)OC(C)(C)C)C=CC1 (tert-butyl 3-((3-fluorophenoxy)methyl)piperidine-1-carboxylate). RXN SMILES: [OH:1][CH2:2][CH:3]1[CH2:8][CH2:7][CH2:6][N:5]([C:9]([O:11][C:12]([CH3:15])([CH3:14])[CH3:13])=[O:10])[CH2:4]1.[F:16][C:17]1[CH:18]=[C:19](O)[CH:20]=[CH:21][CH:22]=1>>[F:16][C:17]1[CH:22]=[C:21]([CH:20]=[CH:19][CH:18]=1)[O:1][CH2:2][CH:3]1[CH2:8][CH2:7][CH2:6][N:5]([C:9]([O:11][C:12]([CH3:15])([CH3:14])[CH3:13])=[O:10])[CH2:4]1. Procedure details: The title compound (D45) (244.9 mg) was prepared according to the experimental procedure described in Description 40 starting from tert-butyl 3-(hydroxymethyl)piperidine-1-carboxylate (200 mg, 0.929 mmol, available at Aldrich#681318) and 3-Fluorophenol (0.083 ml, 0.929 mmol). RXN SMILES: Br[CH2:2][CH2:3][O:4][C:5]1[C:10]([O:11][CH2:12][CH2:13][CH2:14][C:15]2[CH:20]=[CH:19][CH:18]=[CH:17][CH:16]=2)=[C:9]([O:21][CH3:22])[C:8]([Cl:23])=[C:7]([CH3:24])[C:6]=1[C:25](=[O:27])[CH3:26].Cl.[F:29][C:30]1([F:34])[CH2:33][NH:32][CH2:31]1>>[Cl:23][C:8]1[C:7]([CH3:24])=[C:6]([C:25](=[O:27])[CH3:26])[C:5]([O:4][CH2:3][CH2:2][N:32]2[CH2:33][C:30]([F:34])([F:29])[CH2:31]2)=[C:10]([O:11][CH2:12][CH2:13][CH2:14][C:15]2[CH:20]=[CH:19][CH:18]=[CH:17][CH:16]=2)[C:9]=1[O:21][CH3:22] |f:1.2|. Isolated yield 20.0%. The reactants are BrCCOC1=C(C(=C(C(=C1OCCCC1=CC=CC=C1)OC)Cl)C)C(C)=O (1-[2-(2-Bromo-ethoxy)-5-chloro-4-methoxy-6-methyl-3-(3-phenyl-propoxy)-phenyl]-ethanone), Cl.FC1(CNC1)F (3,3-difluoroazetidine hydrochloride). Yields the product ClC=1C(=C(C(=C(C1OC)OCCCC1=CC=CC=C1)OCCN1CC(C1)(F)F)C(C)=O)C (1-[3-Chloro-6-[2-(3,3-difluoro-azetidin-1-yl)-ethoxy]-4-methoxy-2-methyl-5-(3-phenyl-propoxy)-phenyl]-ethanone). Procedure: Example 34b (105 mg, 0.23 mmol) was reacted with 3,3-difluoroazetidine hydrochloride (2.0 eq.) as described under General Procedure J and the crude mixture was purified by flash chromatography (silica gel, hexane/Et2O 70:30) to afford the title compound (21 mg, 20%) as a light orange oil. 1H NMR (300 MHz, CDCl3) δ 7.33-7.20 (m, 5H), 4.07 (t, J=6.5 Hz, 2H), 4.01 (t, J=5.6 Hz, 2H), 3.88 (s, 3H), 3.63 (t, J=12.0 Hz, 4H), 2.85-2.80 (m, 4H), 2.51 (s, 3H), 2.20 (s, 3H), 2.12-2.06 (m, 2H). MS (ES+) m/z... Procedure: 2-methylindene (47.2 g) was dissolved in ether (400 ml) and n-butyl lithium (145.2 ml, 2.5M in Hexane) was added dropwise over 3 hours. The mixture was stirred for 2.5 hours. After evaporation of the solvent, the residual solid was washed twice with n-pentane (400 ml). Drying under vacuum gave 2-methylindenyl lithium (42 g, 85%) as a pale brown powder. The product is CC=1C(C2=CC=CC=C2C1)[Li] (2-methylindenyl lithium). As a reaction SMILES: [CH3:1][C:2]1[CH2:3][C:4]2[C:9]([CH:10]=1)=[CH:8][CH:7]=[CH:6][CH:5]=2.C([Li:15])CCC>CCOCC>[CH3:1][C:2]1[CH:10]([Li:15])[C:9]2[C:4]([CH:3]=1)=[CH:5][CH:6]=[CH:7][CH:8]=2. Yield: 85.0%. Conditions: time 2.5 hour. Starting materials: CC=1CC2=CC=CC=C2C1 (2-methylindene), C(CCC)[Li] (n-butyl lithium). Solvent: CCOCC (ether). Starting materials: ClS(=O)(=O)O (chlorosulfonic acid), FC(C(=O)N1CCC(CC1)CC1=CC=CC=C1)(F)F (1-(trifluoroacetyl)-4-benzylpiperidine), ice water. Solvent: ClCCl (dichloromethane). Reaction conditions: temperature 0 celsius, time 1 hour. The product is FC(C(=O)N1CCC(CC1)CC1=CC=C(C=C1)S(=O)(=O)Cl)(F)F (4-{[1-(Trifluoroacetyl)-4-piperidinyl]methyl}benzenesulfonylchloride). Isolated yield 41.3%. As a reaction SMILES: [F:1][C:2]([F:19])([F:18])[C:3]([N:5]1[CH2:10][CH2:9][CH:8]([CH2:11][C:12]2[CH:17]=[CH:16][CH:15]=[CH:14][CH:13]=2)[CH2:7][CH2:6]1)=[O:4].[Cl:20][S:21](O)(=[O:23])=[O:22]>ClCCl>[F:19][C:2]([F:1])([F:18])[C:3]([N:5]1[CH2:10][CH2:9][CH:8]([CH2:11][C:12]2[CH:13]=[CH:14][C:15]([S:21]([Cl:20])(=[O:23])=[O:22])=[CH:16][CH:17]=2)[CH2:7][CH2:6]1)=[O:4]. Reported procedure: A mixture of 1-(trifluoroacetyl)-4-benzylpiperidine (29.2 g, 108 mmol) and dichloromethane (10 ml) was added dropwise to chlorosulfonic acid (36 ml, 539 mmol) over period of 1 h at −10° C. The mixture was stirred at 0° C. for 1 h and then at room temperature for 1 h. The whole was poured into ice-water (500 ml). The mixture was extracted with dichloromethane (200 ml×2). The extracts were washed with 5% aqueous sodium bicarbonate (500 ml), saturated sodium chloride solution (500 ml) successively....